From a dataset of the Open Reaction Database (ORD), a public repository of structured organic reaction records. describe an organic reaction: reactants, conditions, products, and yield The reactants are OC=1SC=C(N1)CC(=O)OCC (ethyl 2-(2-hydroxy-1,3-thiazol-4-yl)acetate), [Se](=O)=O (selenium dioxide), O1CCOCC1 (dioxane), O=C1SC=C(N1)CC(=O)OCC (ethyl 2-(2-oxo-2,3-dihydro-1,3-thiazol-4-yl)acetate). Run in O (water). Product: O=C1SC=C(N1)C(C(=O)OCC)=O (ethyl 2-(2-oxo-2,3-dihydro-1,3-thiazol-4-yl)glyoxylate). As a reaction SMILES: [Se](=O)=O.[O:4]1CCOCC1.[O:10]=[C:11]1[NH:15][C:14]([CH2:16][C:17]([O:19][CH2:20][CH3:21])=[O:18])=[CH:13][S:12]1>O>[O:10]=[C:11]1[NH:15][C:14]([C:16](=[O:4])[C:17]([O:19][CH2:20][CH3:21])=[O:18])=[CH:13][S:12]1. Procedure: To a solution prepared by heating a mixture of selenium dioxide (0.33 g.), dioxane (15 ml.) and water (0.3 ml.) at 110° C. with stirring was added ethyl 2-(2-oxo-2,3-dihydro-1,3-thiazol-4-yl)acetate, which can be represented as ethyl 2-(2-hydroxy-1,3-thiazol-4-yl)acetate, (0.56 g.) without heating, and then the mixture was stirred for 30 minutes at 110° C. After the reaction, the reaction liquid was separated and the residue was washed with a small amount of dioxane. The reaction liquid and the ... Reactants: CO, NN, O, COC(=O)CCCc1ccc(O)cc1. Yields the product NNC(=O)CCCc1ccc(O)cc1. Reaction SMILES: [CH3:18][OH:19].[NH2:16][NH2:17].[OH2:15].[OH:1][c:2]1[cH:3][cH:4][c:5]([CH2:8][CH2:9][CH2:10][C:11]([O:13][CH3:12])=[O:14])[cH:6][cH:7]1>>[OH:1][c:2]1[cH:3][cH:4][c:5]([CH2:8][CH2:9][CH2:10][C:11](=[O:13])[NH:16][NH2:17])[cH:6][cH:7]1. The reactants are O1COC2=C1C=CC(=C2)C(C(=O)O)N2N=C(C=C(C2=O)C)C (2-(1,3-benzodioxol-5-yl)-2-(4, 6-dimethyl-2,3-dihydropyridazin-3-on-2-yl)acetic acid), C(=O)(N1C=NC=C1)N1C=NC=C1 (carbonyldiimidazole), C(C)(C)C1=CC=C(C=C1)S(=O)(=O)N (4-isopropylbenzenesulfonamide), N12CCCCCC2=NCCC1 (1, 8-diazabicyclo[5.4.0]undec-7-ene). The solvent is C1CCOC1 (THF). Reaction conditions: time 1 hour. Product: O1COC2=C1C=CC(=C2)C(C(=O)NS(=O)(=O)C2=CC=C(C=C2)C(C)C)N2N=C(C=C(C2=O)C)C (2-(1,3-benzodioxol-5-yl)-2-(4,6-dimethyl-2,3-dihydropyridazin-3-on-2-yl) N-(4-isopropylphenylsulfonyl)acetamide). As a reaction SMILES: [O:1]1[C:5]2[CH:6]=[CH:7][C:8]([CH:10]([N:14]3[C:19](=[O:20])[C:18]([CH3:21])=[CH:17][C:16]([CH3:22])=[N:15]3)[C:11](O)=[O:12])=[CH:9][C:4]=2[O:3][CH2:2]1.C(N1C=CN=C1)(N1C=CN=C1)=O.[CH:35]([C:38]1[CH:43]=[CH:42][C:41]([S:44]([NH2:47])(=[O:46])=[O:45])=[CH:40][CH:39]=1)([CH3:37])[CH3:36].N12CCCN=C1CCCCC2>C1COCC1>[O:1]1[C:5]2[CH:6]=[CH:7][C:8]([CH:10]([N:14]3[C:19](=[O:20])[C:18]([CH3:21])=[CH:17][C:16]([CH3:22])=[N:15]3)[C:11]([NH:47][S:44]([C:41]3[CH:42]=[CH:43][C:38]([CH:35]([CH3:37])[CH3:36])=[CH:39][CH:40]=3)(=[O:45])=[O:46])=[O:12])=[CH:9][C:4]=2[O:3][CH2:2]1. Procedure: A solution of 0.8 g of 2-(1,3-benzodioxol-5-yl)-2-(4, 6-dimethyl-2,3-dihydropyridazin-3-on-2-yl)acetic acid and 0.64 g of carbonyldiimidazole in 50 ml of THF is heated at 60° for 2 hours. 0.79 g of 4-isopropylbenzenesulfonamide and 0.59 g of 1, 8-diazabicyclo[5.4.0]undec-7-ene are then added and the mixture is stirred at this temperature for a further 1 hour. After customary working up, 2-(1,3-benzodioxol-5-yl)-2-(4,6-dimethyl-2,3-dihydropyridazin-3-on-2-yl) N-(4-isopropylphenylsulfonyl)acetamid... Reactants: FC1=C(C#N)C=CC(=C1)F (2,4-difluorobenzonitrile), [Na].N1N=CN=C1 (1,2,4-triazole sodium salt). Solvent: C1CCOC1 (THF), CN(C)C=O (DMF). Conditions: temperature 90 celsius, time 3 hour. Yields the product FC1=CC(=C(C#N)C=C1)N1N=CN=C1 (4-Fluoro-2-(1H-1,2,4-triazol-1-yl)benzonitrile). Isolated yield 18.7%. RXN SMILES: F[C:2]1[CH:9]=[C:8]([F:10])[CH:7]=[CH:6][C:3]=1[C:4]#[N:5].[Na].[NH:12]1[CH:16]=[N:15][CH:14]=[N:13]1>C1COCC1.CN(C=O)C>[F:10][C:8]1[CH:7]=[CH:6][C:3]([C:4]#[N:5])=[C:2]([N:12]2[CH:16]=[N:15][CH:14]=[N:13]2)[CH:9]=1 |f:1.2,^1:10|. Reported procedure: To a solution of 2,4-difluorobenzonitrile (10 g, 72 mmol), dissolved in THF (20 mL) and DMF (40 mL), was added 1,2,4-triazole sodium salt (6.3 g, 70 mmol) and the resulting mixture stirred at 90° C. for 3 h, after which it was filtered and concentrated. The remaining residue was adsorbed onto silica gel and purified by flash column chromatography eluting with 0%–30% ethyl acetate/hexanes to give the title compound as colorless needles (2.46 g, 18% yield). 1H NMR (500 MHz, CDCl3) δ ppm: 8.89 (1H,... The reactants are CC(=O)[O-], COc1ccc(Nc2ncnc3[nH]c(C4=CCN(C(=O)OC(C)(C)C)CC4)cc23)cc1I, [K+], CN(C)C=O, [Pd], c1ccc(P(c2ccccc2)c2ccccc2)cc1, c1ccc(P(c2ccccc2)c2ccccc2)cc1, c1ccc(P(c2ccccc2)c2ccccc2)cc1, c1ccc(P(c2ccccc2)c2ccccc2)cc1, c1cscn1. Product: COc1ccc(Nc2ncnc3[nH]c(C4=CCN(C(=O)OC(C)(C)C)CC4)cc23)cc1-c1cncs1. As a reaction SMILES: [CH3:39][C:40](=[O:41])[O-:42].[I:1][c:2]1[cH:3][c:4]([NH:10][c:11]2[c:12]3[c:13]([n:14][cH:15][n:16]2)[nH:17][c:18]([C:20]2=[CH:25][CH2:24][N:23]([C:26](=[O:27])[O:28][C:29]([CH3:30])([CH3:31])[CH3:32])[CH2:22][CH2:21]2)[cH:19]3)[cH:5][cH:6][c:7]1[O:8][CH3:9].[K+:38].[O:43]=[CH:44][N:45]([CH3:46])[CH3:47].[Pd:48].[c:106]1([P:107]([c:108]2[cH:109][cH:110][cH:111][cH:112][cH:113]2)[c:114]2[cH:115][cH:116][cH:117][cH:118][cH:119]2)[cH:120][cH:121][cH:122][cH:123][cH:124]1.[c:49]1([P:50]([c:51]2[cH:52][cH:53][cH:54][cH:55][cH:56]2)[c:57]2[cH:58][cH:59][cH:60][cH:61][cH:62]2)[cH:63][cH:64][cH:65][cH:66][cH:67]1.[c:68]1([P:69]([c:70]2[cH:71][cH:72][cH:73][cH:74][cH:75]2)[c:76]2[cH:77][cH:78][cH:79][cH:80][cH:81]2)[cH:82][cH:83][cH:84][cH:85][cH:86]1.[c:87]1([P:88]([c:89]2[cH:90][cH:91][cH:92][cH:93][cH:94]2)[c:95]2[cH:96][cH:97][cH:98][cH:99][cH:100]2)[cH:101][cH:102][cH:103][cH:104][cH:105]1.[cH:33]1[cH:34][s:35][cH:36][n:37]1>>[c:2]1(-[c:34]2[cH:33][n:37][cH:36][s:35]2)[cH:3][c:4]([NH:10][c:11]2[c:12]3[c:13]([n:14][cH:15][n:16]2)[nH:17][c:18]([C:20]2=[CH:25][CH2:24][N:23]([C:26](=[O:27])[O:28][C:29]([CH3:30])([CH3:31])[CH3:32])[CH2:22][CH2:21]2)[cH:19]3)[cH:5][cH:6][c:7]1[O:8][CH3:9]. The reactants are NC1CCCc2ccccc21, O=Cc1cccc(Oc2ncccn2)c1. Product: c1cnc(Oc2cccc(CNC3CCCc4ccccc43)c2)nc1. RXN SMILES: [CH:16]1([NH2:26])[CH2:17][CH2:18][CH2:19][c:20]2[cH:21][cH:22][cH:23][cH:24][c:25]21.[n:1]1[c:2]([O:7][c:8]2[cH:9][c:10]([CH:11]=[O:12])[cH:13][cH:14][cH:15]2)[n:3][cH:4][cH:5][cH:6]1>>[n:1]1[c:2]([O:7][c:8]2[cH:9][c:10]([CH2:11][NH:26][CH:16]3[CH2:17][CH2:18][CH2:19][c:20]4[cH:21][cH:22][cH:23][cH:24][c:25]43)[cH:13][cH:14][cH:15]2)[n:3][cH:4][cH:5][cH:6]1. Starting materials: ClC1=C2N=CN(C2=NC(=N1)C)C1OCCCC1 (6-chloro-2-methyl-9-(tetrahydro-2H-pyran-2-yl)-9H-purine), ClC1=NC2=CC=CC=C2C=C1B(O)O (2-chloroquinolin-3-ylboronic acid). The reagents and catalysts are C=1C=CC(=CC1)[P](C=2C=CC=CC2)(C=3C=CC=CC3)[Pd]([P](C=4C=CC=CC4)(C=5C=CC=CC5)C=6C=CC=CC6)([P](C=7C=CC=CC7)(C=8C=CC=CC8)C=9C=CC=CC9)[P](C=1C=CC=CC1)(C=1C=CC=CC1)C=1C=CC=CC1 (tetrakis(triphenylphosphine)palladium(0)). The solvent is O1CCOCC1 (dioxane), O (water). Conditions: temperature 90 celsius, time 6 hour. Yields the product ClC1=NC2=CC=CC=C2C=C1C1=C2N=CN(C2=NC(=N1)C)C1OCCCC1 (2-Chloro-3-(2-Methyl-9-(Tetrahydro-2H-Pyran-2-yl)-9H-Purin-6-yl)Quinoline). As a reaction SMILES: Cl[C:2]1[N:10]=[C:9]([CH3:11])[N:8]=[C:7]2[C:3]=1[N:4]=[CH:5][N:6]2[CH:12]1[CH2:17][CH2:16][CH2:15][CH2:14][O:13]1.[Cl:18][C:19]1[C:28](B(O)O)=[CH:27][C:26]2[C:21](=[CH:22][CH:23]=[CH:24][CH:25]=2)[N:20]=1>O1CCOCC1.O.C1C=CC([P]([Pd]([P](C2C=CC=CC=2)(C2C=CC=CC=2)C2C=CC=CC=2)([P](C2C=CC=CC=2)(C2C=CC=CC=2)C2C=CC=CC=2)[P](C2C=CC=CC=2)(C2C=CC=CC=2)C2C=CC=CC=2)(C2C=CC=CC=2)C2C=CC=CC=2)=CC=1>[Cl:18][C:19]1[C:28]([C:2]2[N:10]=[C:9]([CH3:11])[N:8]=[C:7]3[C:3]=2[N:4]=[CH:5][N:6]3[CH:12]2[CH2:17][CH2:16][CH2:15][CH2:14][O:13]2)=[CH:27][C:26]2[C:21](=[CH:22][CH:23]=[CH:24][CH:25]=2)[N:20]=1 |^1:42,44,63,82|. Reported procedure: A mixture of 6-chloro-2-methyl-9-(tetrahydro-2H-pyran-2-yl)-9H-purine (0.55 g, 2.18 mmol), 2-chloroquinolin-3-ylboronic acid (0.90 g, 4.35 mmol, Aldrich, St. Louis, Mo.) and tetrakis(triphenylphosphine)palladium(0) (0.13 g, 0.11 mmol, Strem Chemicals, Inc., Newburyport, Mass.) in dioxane (3 mL) and water (1 mL) was sealed and purged with argon for several minutes. The reaction mixture was stirred at 90° C. for 6 h and then allowed to cool to room temperature. The organic phase was taken and the ...